From a dataset of the Open Reaction Database (ORD), a public repository of structured organic reaction records. describe an organic reaction: reactants, conditions, products, and yield Reactants: NC1=C(C(=NO1)C)Br (5-amino-4-bromo-3-methylisoxazole), C1(=CC=CC=C1)S(=O)(=O)C=1C=C(SC1)S(=O)(=O)Cl (4-benzenesulfonylthiophene-2-sulphonyl chloride). Yields the product BrC=1C(=NOC1NS(=O)(=O)C=1SC=C(C1)S(=O)(=O)C1=CC=CC=C1)C (N-(4-Bromo-3-methyl-5-isoxazolyl)-4-benzenesulfonylthiophene-2-sulfonamide). Isolated yield 26.0%. As a reaction SMILES: [NH2:1][C:2]1[O:6][N:5]=[C:4]([CH3:7])[C:3]=1[Br:8].[C:9]1([S:15]([C:18]2[CH:19]=[C:20]([S:23](Cl)(=[O:25])=[O:24])[S:21][CH:22]=2)(=[O:17])=[O:16])[CH:14]=[CH:13][CH:12]=[CH:11][CH:10]=1>>[Br:8][C:3]1[C:4]([CH3:7])=[N:5][O:6][C:2]=1[NH:1][S:23]([C:20]1[S:21][CH:22]=[C:18]([S:15]([C:9]2[CH:14]=[CH:13][CH:12]=[CH:11][CH:10]=2)(=[O:17])=[O:16])[CH:19]=1)(=[O:24])=[O:25]. Reported procedure: N-(4-Bromo-3-methyl-5-isoxazolyl)-4-benzenesulfonylthiophene-2-sulfonamide was prepared in the same manner as described in Example 2 from 5-amino-4-bromo-3-methylisoxazole and 4-benzenesulfonylthiophene-2-sulphonyl chloride in 26% yield. Purification was achieved by recrystallization from ethyl acetate/hexanes to give a crystalline solid, m.p. 181°-184° C. Reactants: Brc1ccc2c(cnn2C2CCCCO2)c1, O=C([O-])[O-], C[Si](C)(C)C#CC1CCC1, [Cs+], [Cs+], [Cu]I, [Fe+2], N#N, CC(=O)[O-], CC(=O)[O-], [Pd+2], c1ccc(P(c2ccccc2)[c-]2cccc2)cc1, c1ccc(P(c2ccccc2)[c-]2cccc2)cc1. Product: C(#CC1CCC1)c1ccc2c(cnn2C2CCCCO2)c1. As a reaction SMILES: [Br:1][c:2]1[cH:3][c:4]2[cH:5][n:6][n:7]([CH:11]3[O:12][CH2:13][CH2:14][CH2:15][CH2:16]3)[c:8]2[cH:9][cH:10]1.[C:17](=[O:18])([O-:19])[O-:20].[CH:23]1([C:27]#[C:28][Si:29]([CH3:30])([CH3:31])[CH3:32])[CH2:24][CH2:25][CH2:26]1.[Cs+:21].[Cs+:22].[Cu:35][I:36].[Fe+2:82].[N:33]#[N:34].[O-:38][C:39]([CH3:40])=[O:41].[O-:42][C:43]([CH3:44])=[O:45].[Pd+2:37].[cH:46]1[cH:47][cH:48][c:49]([P:50]([c:51]2[cH:52][cH:53][cH:54][cH:55][cH:56]2)[c-:57]2[cH:58][cH:59][cH:60][cH:61]2)[cH:62][cH:63]1.[cH:64]1[cH:65][cH:66][c:67]([P:68]([c:69]2[cH:70][cH:71][cH:72][cH:73][cH:74]2)[c-:75]2[cH:76][cH:77][cH:78][cH:79]2)[cH:80][cH:81]1>>[c:2]1([C:28]#[C:27][CH:23]2[CH2:24][CH2:25][CH2:26]2)[cH:3][c:4]2[cH:5][n:6][n:7]([CH:11]3[O:12][CH2:13][CH2:14][CH2:15][CH2:16]3)[c:8]2[cH:9][cH:10]1.